Task: describe an organic reaction: reactants, conditions, products, and yield. Dataset: the Open Reaction Database (ORD), a public repository of structured organic reaction records Starting materials: CCCC[N+](CCCC)(CCCC)CCCC, ClCCl, Nc1c2c(nc3ccccc13)CCCC2=O, [Na+], [OH-], O, CS(=O)(=O)OCCCC(c1ccccc1)c1ccccc1, O=S(=O)([O-])O. Yields the product O=C1CCCc2nc3ccccc3c(NCCCC(c3ccccc3)c3ccccc3)c21. RXN SMILES: [CH2:48]([N+:49]([CH2:50][CH2:51][CH2:52][CH3:53])([CH2:54][CH2:55][CH2:56][CH3:57])[CH2:58][CH2:59][CH2:60][CH3:61])[CH2:62][CH2:63][CH3:64].[Cl:1][CH2:2][Cl:3].[NH2:6][c:7]1[c:8]2[cH:9][cH:10][cH:11][cH:12][c:13]2[n:14][c:15]2[c:20]1[C:19](=[O:21])[CH2:18][CH2:17][CH2:16]2.[Na+:5].[OH-:4].[OH2:65].[S:22]([O:23][CH2:27][CH2:28][CH2:29][CH:30]([c:31]1[cH:32][cH:33][cH:34][cH:35][cH:36]1)[c:37]1[cH:38][cH:39][cH:40][cH:41][cH:42]1)([CH3:24])(=[O:25])=[O:26].[S:43]([O-:44])([OH:45])(=[O:46])=[O:47]>>[NH:6]([c:7]1[c:8]2[cH:9][cH:10][cH:11][cH:12][c:13]2[n:14][c:15]2[c:20]1[C:19](=[O:21])[CH2:18][CH2:17][CH2:16]2)[CH2:27][CH2:28][CH2:29][CH:30]([c:31]1[cH:32][cH:33][cH:34][cH:35][cH:36]1)[c:37]1[cH:38][cH:39][cH:40][cH:41][cH:42]1. Reactants: CCO, CC(C)[O-], CC(C)[O-], CC(C)[O-], CC(C)[O-], CCOC(C)=O, [Cl-], Cl, [Na+], CNC(=O)c1ccc2cc(C(O)(CC(=O)OC(C)(C)C)c3cn(C(c4ccccc4)(c4ccccc4)c4ccccc4)cn3)ccc2c1, [Ti+4]. The product is CCOC(=O)CC(O)(c1ccc2cc(C(=O)NC)ccc2c1)c1cn(C(c2ccccc2)(c2ccccc2)c2ccccc2)cn1. Reaction SMILES: [CH3:1][CH2:2][OH:3].[CH3:55][CH:56]([CH3:57])[O-:58].[CH3:59][CH:60]([CH3:61])[O-:62].[CH3:63][CH:64]([CH3:65])[O-:66].[CH3:67][CH:68]([CH3:69])[O-:70].[CH3:72][CH2:73][O:74][C:75](=[O:76])[CH3:77].[Cl-:54].[ClH:52].[Na+:53].[OH:4][C:5]([CH2:6][C:7](=[O:8])[O:9][C:10]([CH3:11])([CH3:12])[CH3:13])([c:14]1[n:15][cH:16][n:17]([C:19]([c:20]2[cH:21][cH:22][cH:23][cH:24][cH:25]2)([c:26]2[cH:27][cH:28][cH:29][cH:30][cH:31]2)[c:32]2[cH:33][cH:34][cH:35][cH:36][cH:37]2)[cH:18]1)[c:38]1[cH:39][c:40]2[cH:41][cH:42][c:43]([C:48](=[O:49])[NH:50][CH3:51])[cH:44][c:45]2[cH:46][cH:47]1.[Ti+4:71]>>[OH:4][C:5]([CH2:6][C:7](=[O:8])[O:9][CH2:10][CH3:11])([c:14]1[n:15][cH:16][n:17]([C:19]([c:20]2[cH:21][cH:22][cH:23][cH:24][cH:25]2)([c:26]2[cH:27][cH:28][cH:29][cH:30][cH:31]2)[c:32]2[cH:33][cH:34][cH:35][cH:36][cH:37]2)[cH:18]1)[c:38]1[cH:39][c:40]2[cH:41][cH:42][c:43]([C:48](=[O:49])[NH:50][CH3:51])[cH:44][c:45]2[cH:46][cH:47]1. Reactants: NC(C(=O)O)\C=C\CP(=O)(O)O (E-2-amino-5-phosphono-3-pentenoic acid), Cl (hydrogen chloride), C(CC)O (n-propanol). Yields the product C(CC)OC(C(\C=C\CP(=O)(O)O)N)=O (E-2-amino-5-phosphono-3-pentenoic acid propyl ester). RXN SMILES: [NH2:1][CH:2](/[CH:6]=[CH:7]/[CH2:8][P:9]([OH:12])([OH:11])=[O:10])[C:3]([OH:5])=[O:4].Cl.[CH2:14](O)[CH2:15][CH3:16]>>[CH2:14]([O:4][C:3](=[O:5])[CH:2]([NH2:1])/[CH:6]=[CH:7]/[CH2:8][P:9]([OH:12])([OH:11])=[O:10])[CH2:15][CH3:16]. Procedure: 1.5 g of E-2-amino-5-phosphono-3-pentenoic acid are suspended in 30 ml of n-propanol and the suspension is saturated with hydrogen chloride gas for 21/2 hours at 50°. After concentration, the residue is dissolved in 15 ml of n-propanol, 15 ml of propylene oxide are added and the precipitate is filtered off. Recrystallisation from water/acetone 1:3 yields E-2-amino-5-phosphono-3-pentenoic acid propyl ester, m.p. 161°-162°. Starting materials: [N+](=O)([O-])C=1C=C(N)C=CC1 (3-Nitroaniline), C1(=CC=CC=C1)N(C(=O)CNC(=O)N1C=NC=C1)C1=CC=CC=C1 (N-(diphenylcarbamoylmethyl)-1-imidazolecarboxamide). Run in C1(=CC=CC=C1)C (toluene). Product: [N+](=O)([O-])C=1C=C(C=CC1)NC(NCC(=O)N(C1=CC=CC=C1)C1=CC=CC=C1)=O (2-[3-(3-nitrophenyl)ureido]-N,N-diphenylacetamide). Yield: 18.0%. As a reaction SMILES: [N+:1]([C:4]1[CH:5]=[C:6]([CH:8]=[CH:9][CH:10]=1)[NH2:7])([O-:3])=[O:2].[C:11]1([N:17]([C:29]2[CH:34]=[CH:33][CH:32]=[CH:31][CH:30]=2)[C:18]([CH2:20][NH:21][C:22](N2C=CN=C2)=[O:23])=[O:19])[CH:16]=[CH:15][CH:14]=[CH:13][CH:12]=1>C1(C)C=CC=CC=1>[N+:1]([C:4]1[CH:5]=[C:6]([NH:7][C:22](=[O:23])[NH:21][CH2:20][C:18]([N:17]([C:29]2[CH:30]=[CH:31][CH:32]=[CH:33][CH:34]=2)[C:11]2[CH:16]=[CH:15][CH:14]=[CH:13][CH:12]=2)=[O:19])[CH:8]=[CH:9][CH:10]=1)([O-:3])=[O:2]. Procedure: 3-Nitroaniline (2.8 g) is added to a solution of N-(diphenylcarbamoylmethyl)-1-imidazolecarboxamide (3.2 g) in anhydrous toluene (35 cc). The solution obtained is stirred under reflux for 4 hours. After cooling, the reaction mixture is washed with an N aqueous solution (40 cc) of methanesulphonic acid and distilled water (2×30 cc). The organic phase is dried over magnesium sulphate, filtered and concentrated to dryness under reduced pressure (2.7 kPa) at 40° C. The residue is stirred for 20 minu... The reactants are Cl (hydrochloric acid), C1(=CC=CC=C1)C (toluene), C1(=CC=CC=C1)C (toluene), O (water). Conditions: temperature 170 celsius, time 8 hour. Yields the product white crystals, CC1=CC=C(C=C1)C=1C(=CC=CC1)C(=O)O (4′-methylbiphenyl-2-carboxylic acid). Yield: 90.4%. RXN SMILES: [OH2:1].Cl.[C:3]1([CH3:9])[CH:8]=[CH:7][CH:6]=[CH:5][CH:4]=1>>[CH3:9][C:3]1[CH:8]=[CH:7][C:6]([C:4]2[C:3]([C:9]([OH:1])=[O:1])=[CH:8][CH:7]=[CH:6][CH:5]=2)=[CH:5][CH:4]=1. Procedure: The resulting reaction solution was stirred at 170° C. for 8 hours, and then cooled to 90° C. To this reaction solution was added dropwise 177.5 g of water. After the completion of dropwise addition, the mixture was stirred for 30 minutes. To this mixture was added 66.6 g of toluene, and 52.64 g (505.3 mmol) of 35% hydrochloric acid was further added dropwise. The temperature inside the flask was raised to 75° C. to dissolve the resulting product in toluene and form into two layers. After the so... Reactants: [N+](=O)([O-])C=1C=C2C=CN(C2=CC1)CC=1C=NC=CC1 (5-Nitro-1-(3-pyridylmethyl)indole), [Cl-].[NH4+] (ammonium chloride). Reagents/catalysts: [Fe] (iron). The solvent is CO (methanol), O (water). Yields the product NC=1C=C2C=CN(C2=CC1)CC=1C=NC=CC1 (5-Amino-1-(3-pyridylmethyl)indole). Yield: 71.7%. As a reaction SMILES: [N+:1]([C:4]1[CH:5]=[C:6]2[C:10](=[CH:11][CH:12]=1)[N:9]([CH2:13][C:14]1[CH:15]=[N:16][CH:17]=[CH:18][CH:19]=1)[CH:8]=[CH:7]2)([O-])=O.[Cl-].[NH4+]>CO.O.[Fe]>[NH2:1][C:4]1[CH:5]=[C:6]2[C:10](=[CH:11][CH:12]=1)[N:9]([CH2:13][C:14]1[CH:15]=[N:16][CH:17]=[CH:18][CH:19]=1)[CH:8]=[CH:7]2 |f:1.2|. Procedure details: To a stirred suspension of nitroindole (D46) (0.63 g, 2.5 mmol), and iron powder (0.41 g, 7.2 mmol) in methanol (20 ml) was added a solution of ammonium chloride (0.66 g. 12.4 mmol) in water (13 ml). The mixture was then heated under reflux for 12 h, then filtered while hot and evaporate. The residue was diluted with water and extracted with dichloromethane. The organic extract was washed with brine, dried and evaporated to give the title compound (0.40 g, 72%) as a gum. Reactants: O (H2O), BrC1=C(CO)C=CC=C1 (o-bromobenzyl alcohol), N1C=NC=C1 (imidazole), C(C)(C)[Si](C(C)C)(C(C)C)Cl (triisopropylsilyl chloride). Solvent: C(Cl)Cl (CH2Cl2). Conditions: time 1 hour. Product: C(C)(C)[Si](C(C)C)(C(C)C)OCC1=C(C=CC=C1)Br (2-Bromobenzyl (triisopropyl)silyl ether). As a reaction SMILES: [Br:1][C:2]1[CH:9]=[CH:8][CH:7]=[CH:6][C:3]=1[CH2:4][OH:5].N1C=CN=C1.[CH:15]([Si:18](Cl)([CH:22]([CH3:24])[CH3:23])[CH:19]([CH3:21])[CH3:20])([CH3:17])[CH3:16].O>C(Cl)Cl>[CH:15]([Si:18]([O:5][CH2:4][C:3]1[CH:6]=[CH:7][CH:8]=[CH:9][C:2]=1[Br:1])([CH:22]([CH3:24])[CH3:23])[CH:19]([CH3:21])[CH3:20])([CH3:17])[CH3:16]. Reported procedure: To a solution of o-bromobenzyl alcohol (2.55 g, 13.6 mmol) and imidazole (1.36 g, 20 mmol) in CH2Cl2 (20 ml) was added triisopropylsilyl chloride (2.6 ml, 12 mmol) at RT. The obtained mixture was stirred at the same temperature for 1 h and then taken up to H2O. After phase separation, the aqueous phase was extracted twice with petroleum ether. The combined organic phases were dried over MgSO4 and concentrated in vacuo. The residue was purified by filtration through a short column of silica gel t...